This data is from the Open Reaction Database (ORD), a public repository of structured organic reaction records. The task is: describe an organic reaction: reactants, conditions, products, and yield The reactants are C1(CC1)COC1=NC=CC=C1S(=O)(=O)N (2-cyclopropylmethoxypyridin-3-ylsulfonamide), N12CCCCCC2=NCCC1 (1,8-diazabicyclo[5.4.0]undec-7-ene), COC1=NC(=NC(=N1)C)N(C([O-])=O)C1=CC=CC=C1 (N-(4-methoxy-6-methyl-1,3,5-triazin-2-yl)phenylcarbamate). Solvent: O1CCOCC1 (dioxan). Conditions: time 20 minute. Product: C1(CC1)COC1=NC=CC=C1S(=O)(=O)NC(=O)NC1=NC(=NC(=N1)OC)C (N-(2-cyclopropylmethoxypyridin-3-ylsulfonyl)-N'-(4-methoxy-6-methyl-1,3,5-triazin-2-yl)urea). Yield: 87.6%. RXN SMILES: [CH:1]1([CH2:4][O:5][C:6]2[C:11]([S:12]([NH2:15])(=[O:14])=[O:13])=[CH:10][CH:9]=[CH:8][N:7]=2)[CH2:3][CH2:2]1.N12CCCN=C1CCCCC2.[CH3:27][O:28][C:29]1[N:34]=[C:33]([CH3:35])[N:32]=[C:31]([N:36](C2C=CC=CC=2)[C:37](=O)[O-:38])[N:30]=1>O1CCOCC1>[CH:1]1([CH2:4][O:5][C:6]2[C:11]([S:12]([NH:15][C:37]([NH:36][C:31]3[N:30]=[C:29]([O:28][CH3:27])[N:34]=[C:33]([CH3:35])[N:32]=3)=[O:38])(=[O:14])=[O:13])=[CH:10][CH:9]=[CH:8][N:7]=2)[CH2:2][CH2:3]1. Procedure: 4.56 g of 2-cyclopropylmethoxypyridin-3-ylsulfonamide and 3.13 ml of 1,8-diazabicyclo[5.4.0]undec-7-ene are suspended in 50 ml of dioxan and to this suspension are added 5.46 g of N-(4-methoxy-6-methyl-1,3,5-triazin-2-yl)phenylcarbamate. The mixture is stirred for 20 minutes and concentrated by evaporation. The residue is triturated with 10 ml of 2N hydrochloric acid and the precipitated solid is isolated and washed with water and ether, affording 6.90 g of N-(2-cyclopropylmethoxypyridin-3-ylsul...